describe an organic reaction: reactants, conditions, products, and yield From a dataset of the Open Reaction Database (ORD), a public repository of structured organic reaction records. Reactants: ClC1=CC=C(OC=CC(=O)OC)C=C1 (methyl 3-(4-chlorophenoxy)-2-propenoate), C1(=CC=CC=C1)[Hg]C(Cl)(Cl)Br (phenyl(bromodichloromethyl)mercury). The solvent is C1=CC=CC=C1 (benzene). Reaction conditions: time 4 hour. Yields the product ClC1=CC=C(OC2C(C2C(=O)OC)(Cl)Cl)C=C1 (methyl 3-(4-chlorophenoxy)-2,2-dichlorocyclopropanecarboxylate). As a reaction SMILES: [Cl:1][C:2]1[CH:14]=[CH:13][C:5]([O:6][CH:7]=[CH:8][C:9]([O:11][CH3:12])=[O:10])=[CH:4][CH:3]=1.C1([Hg][C:22](Br)([Cl:24])[Cl:23])C=CC=CC=1>C1C=CC=CC=1>[Cl:1][C:2]1[CH:3]=[CH:4][C:5]([O:6][CH:7]2[CH:8]([C:9]([O:11][CH3:12])=[O:10])[C:22]2([Cl:24])[Cl:23])=[CH:13][CH:14]=1. Procedure details: A mixture of methyl 3-(4-chlorophenoxy)-2-propenoate (30 mmol), phenyl(bromodichloromethyl)mercury (30 mmol) and 50 ml benzene are heated under reflux, with stirring, for 4 hr, followed by TLC of the product. The mixture is then filtered and the solvent removed, giving methyl 3-(4-chlorophenoxy)-2,2-dichlorocyclopropanecarboxylate, which is then hydrolyzed and reacted with m-phenoxybenzyl bromide to give m-phenoxybenzyl 3-(4-chlorophenoxy)-2,2-dichlorocyclopropanecarboxylate. The reactants are OC(C(=O)N1CCN(CC1)NC(=O)OCC1=CC=CC=C1)(C)C (Benzyl 4-(2-hydroxy-2-methylpropionyl)piperazine-1-carbamate). Reagents/catalysts: [Pd] (palladium on carbon). Solvent: CO (methanol). Conditions: time 8 hour. Product: OC(C(=O)N1CCNCC1)(C)C (1-(2-Hydroxy-2-methylpropionyl)piperazine). The yield is 100.0%. As a reaction SMILES: [OH:1][C:2]([CH3:23])([CH3:22])[C:3]([N:5]1[CH2:10][CH2:9][N:8](NC(OCC2C=CC=CC=2)=O)[CH2:7][CH2:6]1)=[O:4]>CO.[Pd]>[OH:1][C:2]([CH3:23])([CH3:22])[C:3]([N:5]1[CH2:6][CH2:7][NH:8][CH2:9][CH2:10]1)=[O:4]. Reported procedure: Benzyl 4-(2-hydroxy-2-methylpropionyl)piperazine-1-carbamate (2.82 g, 9.20 mmol) synthesized in Production example 28-1 was dissolved in methanol (100 ml) under nitrogen atmosphere; 10% palladium on carbon (50% wet, 1.96 g) was added thereto, the reaction system was purged with hydrogen at atmospheric pressure; and the reaction mixture was stirred overnight. After the reaction system was purged with nitrogen, the catalyst was filtered out, and washed with methanol, then the solvent, together wit... The product is C(C)(C)C1=NOC(=N1)N1CCC(CC1)C=1SC=C(N1)COC1=CC=C(C=C1)N1N=NN=C1 (1-(3-Isopropyl-[1,2,4]oxadiazol-5-yl)-4-[4-(4-tetrazol-1-yl-phenoxymethyl)-thiazol-2-yl]-piperidine). Reaction SMILES: [N:1]1([C:6]2[CH:26]=[CH:25][C:9]([O:10][CH2:11][C:12]3[N:13]=[C:14]([CH:17]4[CH2:22][CH2:21][N:20]([C:23]#[N:24])[CH2:19][CH2:18]4)[S:15][CH:16]=3)=[CH:8][CH:7]=2)[CH:5]=[N:4][N:3]=[N:2]1.[OH:27][NH:28][C:29](=N)[CH:30]([CH3:32])[CH3:31]>C1COCC1.[Cl-].[Zn+2].[Cl-]>[CH:30]([C:29]1[N:24]=[C:23]([N:20]2[CH2:21][CH2:22][CH:17]([C:14]3[S:15][CH:16]=[C:12]([CH2:11][O:10][C:9]4[CH:8]=[CH:7][C:6]([N:1]5[CH:5]=[N:4][N:3]=[N:2]5)=[CH:26][CH:25]=4)[N:13]=3)[CH2:18][CH2:19]2)[O:27][N:28]=1)([CH3:32])[CH3:31] |f:3.4.5|. Conditions: time 15 minute. Starting materials: N1(N=NN=C1)C1=CC=C(OCC=2N=C(SC2)C2CCN(CC2)C#N)C=C1 (4-[4-(4-Tetrazol-1-yl-phenoxymethyl)-thiazol-2-yl]-piperidine-1-carbonitrile), ONC(C(C)C)=N (N-hydroxy-isobutyramidine), solution. Procedure: To a solution of 4-[4-(4-Tetrazol-1-yl-phenoxymethyl)-thiazol-2-yl]-piperidine-1-carbonitrile (0.450, 1.22 mmol) and N-hydroxy-isobutyramidine (0.150 g, 1.47 mmol) in dry THF (10 mL) was added a 1 M solution of zinc chloride in THF (1.47 mL, 1.47 mmol) over 15 min. The suspension was left to settle for 15 minutes and the white precipitate was collected by filtration and dissolved in 4N HCl in ethanol and water (1:1). The solution was refluxed for 1 hour, cooled and the solid precipitate was filt... Solvent: C1CCOC1 (THF), C1CCOC1 (THF). The reagents and catalysts are [Cl-].[Zn+2].[Cl-] (zinc chloride). Starting materials: CC(C)(C)OC(=O)CBr, [H-], [N-]=[N+]=NC1CCC(c2ccccc2)CNC1=O, [Na+]. Yields the product CC(C)(C)OC(=O)CN1CC(c2ccccc2)CCC(N=[N+]=[N-])C1=O. As a reaction SMILES: [Br:18][CH2:19][C:20](=[O:21])[O:22][C:23]([CH3:24])([CH3:25])[CH3:26].[H-:27].[N:1](=[N+:2]=[N-:3])[CH:4]1[C:5](=[O:17])[NH:6][CH2:7][CH:8]([c:11]2[cH:12][cH:13][cH:14][cH:15][cH:16]2)[CH2:9][CH2:10]1.[Na+:28]>>[N:1](=[N+:2]=[N-:3])[CH:4]1[C:5](=[O:17])[N:6]([CH2:19][C:20](=[O:21])[O:22][C:23]([CH3:24])([CH3:25])[CH3:26])[CH2:7][CH:8]([c:11]2[cH:12][cH:13][cH:14][cH:15][cH:16]2)[CH2:9][CH2:10]1.